From a dataset of the Open Reaction Database (ORD), a public repository of structured organic reaction records. describe an organic reaction: reactants, conditions, products, and yield Starting materials: C(CCC)[Li] (n-butyllithium), C(#C)[Si](C)(C)C (ethynyltrimethylsilane), C(CCC1=CC=CC=C1)=O (hydrocinnamaldehyde). Solvent: C1CCOC1 (THF), C1CCOC1 (THF). Conditions: temperature 0 celsius, time 1 hour. The product is C1(=CC=CC=C1)CCC(C#C[Si](C)(C)C)O ((±)-5-Phenyl-1-(trimethylsilyl)pent-1-yn-3-ol), oil. Yield: 94.0%. Reaction SMILES: C([Li])CCC.[C:6]([Si:8]([CH3:11])([CH3:10])[CH3:9])#[CH:7].[CH:12](=[O:21])[CH2:13][CH2:14][C:15]1[CH:20]=[CH:19][CH:18]=[CH:17][CH:16]=1>C1COCC1>[C:15]1([CH2:14][CH2:13][CH:12]([OH:21])[C:7]#[C:6][Si:8]([CH3:11])([CH3:10])[CH3:9])[CH:20]=[CH:19][CH:18]=[CH:17][CH:16]=1. Procedure details: Following a modified procedure of Matsuda (Matsuda, F. Et al., Chem. Eur. J. 5, 3252-3259 (1999)); n-butyllithium (1.6 M in hexanes, 8.8 ml, 14.1 mmol, 1.0 eq.) was added dropwise to a solution of ethynyltrimethylsilane (2.0 ml, 14.1 mmol, 1.0 eq.) in THF (6 ml) at −78° C. After addition, the mixture was allowed to warm slowly to 0° C. and stirred for 1 h. The mixture was cooled to −78° C. and a solution of hydrocinnamaldehyde (2.2 ml, 17.0 mmol, 1.2 eq.) in THF (3 ml) was added dropwise. The mi... Yields the product O=S(=O)(C=Cc1ccccc1)Nc1ncnc(Cl)c1-c1ccc(Cl)cc1. The reactants are O=C(O)CC(O)(CC(=O)O)C(=O)O, CS(C)=O, CCOCC, CCN(C(C)C)C(C)C, Clc1ccc(-c2c(Cl)ncnc2Cl)cc1, [K], O, O, NS(=O)(=O)C=Cc1ccccc1. RXN SMILES: [C:30]([OH:31])(=[O:32])[CH2:33][C:34]([CH2:35][C:36]([OH:37])=[O:38])([C:39]([OH:40])=[O:41])[OH:42].[CH3:43][S:44]([CH3:45])=[O:46].[CH3:57][CH2:58][O:59][CH2:60][CH3:61].[CH:47]([N:48]([CH:49]([CH3:50])[CH3:51])[CH2:52][CH3:53])([CH3:54])[CH3:55].[Cl:1][c:2]1[n:3][cH:4][n:5][c:6]([Cl:15])[c:7]1-[c:8]1[cH:9][cH:10][c:11]([Cl:14])[cH:12][cH:13]1.[K:16].[OH2:29].[OH2:56].[c:17]1([CH:23]=[CH:24][S:25](=[O:26])(=[O:27])[NH2:28])[cH:18][cH:19][cH:20][cH:21][cH:22]1>>[c:2]1([NH:28][S:25]([CH:24]=[CH:23][c:17]2[cH:18][cH:19][cH:20][cH:21][cH:22]2)(=[O:26])=[O:27])[n:3][cH:4][n:5][c:6]([Cl:15])[c:7]1-[c:8]1[cH:9][cH:10][c:11]([Cl:14])[cH:12][cH:13]1. Starting materials: FC(C(CCCC)O)(F)F (1,1,1-trifluorohexan-2-ol), C(OCC)(OCC)=O (diethyl carbonate), [OH-].[K+] (potassium hydroxide). Solvent: C(C)O (ethanol). Conditions: time 30 minute. Product: OC(C(F)(F)F)C1(COC1)CCC (3-(1-hydroxy-2,2,2-trifluoroethyl)-3-n-propyloxetane). As a reaction SMILES: [F:1][C:2]([F:10])([F:9])[CH:3]([OH:8])[CH2:4][CH2:5][CH2:6][CH3:7].[C:11](=O)(OCC)[O:12][CH2:13]C.[OH-].[K+]>C(O)C>[OH:8][CH:3]([C:4]1([CH2:5][CH2:6][CH3:7])[CH2:13][O:12][CH2:11]1)[C:2]([F:10])([F:9])[F:1] |f:2.3|. Reported procedure: A mixture of 3,3-di-hydroxymethyl)-1,1,1-trifluorohexan-2-ol (2.8 g.), diethyl carbonate (1.6 ml.), potassium hydroxide (0.1 g) and dry ethanol (4.0 mls) was refluxed gently (oil bath 110°), under a current of nitrogen, for 30 minutes. The ethanol was then removed by distillation. Distillation gave (3-(1-hydroxy-2,2,2-trifluoroethyl)-3-n-propyloxetane (1.7 g.), a colourless oil (b.p. 112°, 20-25 m.m.). The reactants are CON=C(C(=O)OC)c1ccccc1COc1ccc(C=C(Cl)Cl)cc1Cl, CN, CO. Yields the product CNC(=O)C(=NOC)c1ccccc1COc1ccc(C=C(Cl)Cl)cc1Cl. As a reaction SMILES: [CH3:1][O:2][C:3]([C:4](=[N:5][O:6][CH3:7])[c:8]1[c:9]([CH2:14][O:15][c:16]2[c:17]([Cl:26])[cH:18][c:19]([CH:22]=[C:23]([Cl:24])[Cl:25])[cH:20][cH:21]2)[cH:10][cH:11][cH:12][cH:13]1)=[O:27].[CH3:28][NH2:29].[CH3:30][OH:31]>>[O:2]=[C:3]([C:4](=[N:5][O:6][CH3:7])[c:8]1[c:9]([CH2:14][O:15][c:16]2[c:17]([Cl:26])[cH:18][c:19]([CH:22]=[C:23]([Cl:24])[Cl:25])[cH:20][cH:21]2)[cH:10][cH:11][cH:12][cH:13]1)[NH:29][CH3:28]. Reactants: Nc1nc(Cl)cc(-c2ccncc2)n1, Cl, Nc1ccc(Oc2cccc3[nH]ncc23)c(F)c1, [Na+], [OH-], O. Yields the product Nc1nc(Nc2ccc(Oc3cccc4[nH]ncc34)c(F)c2)cc(-c2ccncc2)n1. As a reaction SMILES: [Cl:19][c:20]1[n:21][c:22]([NH2:32])[n:23][c:24](-[c:26]2[cH:27][cH:28][n:29][cH:30][cH:31]2)[cH:25]1.[ClH:33].[F:1][c:2]1[cH:3][c:4]([NH2:5])[cH:6][cH:7][c:8]1[O:9][c:10]1[c:11]2[cH:12][n:13][nH:14][c:15]2[cH:16][cH:17][cH:18]1.[Na+:35].[OH-:34].[OH2:36]>>[F:1][c:2]1[cH:3][c:4]([NH:5][c:20]2[n:21][c:22]([NH2:32])[n:23][c:24](-[c:26]3[cH:27][cH:28][n:29][cH:30][cH:31]3)[cH:25]2)[cH:6][cH:7][c:8]1[O:9][c:10]1[c:11]2[cH:12][n:13][nH:14][c:15]2[cH:16][cH:17][cH:18]1. Starting materials: O1CC(C1)CO (oxetan-3-ylmethanol), [H-].[Na+] (NaH), BrC1=CC=C(C=C1)F (1-Bromo-4-fluorobenzene). Solvent: CN(C)C=O (DMF). Conditions: temperature 0 celsius, time 10 minute. The product is BrC1=CC=C(OCC2COC2)C=C1 (3-[(4-bromophenoxy)methyl]oxetane). Isolated yield 15.3%. Reaction SMILES: [O:1]1[CH2:4][CH:3]([CH2:5][OH:6])[CH2:2]1.[H-].[Na+].[Br:9][C:10]1[CH:15]=[CH:14][C:13](F)=[CH:12][CH:11]=1>CN(C=O)C>[Br:9][C:10]1[CH:15]=[CH:14][C:13]([O:6][CH2:5][CH:3]2[CH2:4][O:1][CH2:2]2)=[CH:12][CH:11]=1 |f:1.2|. Procedure: To a solution of oxetan-3-ylmethanol (1.00 g, 11.3 mmol) in DMF (10 mL) was added NaH (300 mg, 13.6 mmol) at 0° C. The mixture was then stirred at 0° C. for 10 min. 1-Bromo-4-fluorobenzene (2.30 g, 13.6 mmol) was added to the solution. The mixture was stirred at 90° C. for 2 h. The mixture was partitioned between water and EtOAc (30 mL×3). The combined organics was dried and concentrated to give the title compound (420 mg, 15% yield) as a yellow oil.